From a dataset of the Open Reaction Database (ORD), a public repository of structured organic reaction records. describe an organic reaction: reactants, conditions, products, and yield Starting materials: BrCCCOc1ccc(Oc2ccccc2)cc1, C=CCc1cc(CC(OC)C(=O)OCC)ccc1O. The product is C=CCc1cc(CC(OC)C(=O)OCC)ccc1OCCCOc1ccc(Oc2ccccc2)cc1. As a reaction SMILES: [Br:20][CH2:21][CH2:22][CH2:23][O:24][c:25]1[cH:26][cH:27][c:28]([O:31][c:32]2[cH:33][cH:34][cH:35][cH:36][cH:37]2)[cH:29][cH:30]1.[CH2:1]([CH3:2])[O:3][C:4]([CH:5]([CH2:6][c:7]1[cH:8][c:9]([CH2:14][CH:15]=[CH2:16])[c:10]([OH:13])[cH:11][cH:12]1)[O:17][CH3:18])=[O:19]>>[CH2:1]([CH3:2])[O:3][C:4]([CH:5]([CH2:6][c:7]1[cH:8][c:9]([CH2:14][CH:15]=[CH2:16])[c:10]([O:13][CH2:21][CH2:22][CH2:23][O:24][c:25]2[cH:26][cH:27][c:28]([O:31][c:32]3[cH:33][cH:34][cH:35][cH:36][cH:37]3)[cH:29][cH:30]2)[cH:11][cH:12]1)[O:17][CH3:18])=[O:19]. Starting materials: CC1=NN2C(C(=CC=C2)/C=C/C(=O)OCC)=C1 (ethyl (2E)-3-(2-methylpyrazolo[1,5-a]pyridin-4-yl)acrylate), O (Water), [H-].[Na+] (sodium hydride), [I-].C[S+](=O)(C)C (trimethylsulfoxonium iodide). Solvent: CS(=O)C (dimethyl sulfoxide), CS(=O)C (dimethyl sulfoxide). Reaction conditions: time 1 hour. The product is CC1=NN2C(C(=CC=C2)[C@H]2[C@@H](C2)C(=O)OCC)=C1 (trans-ethyl 2-(2-methylpyrazolo[1,5-a]pyridin-4-yl)cyclopropanecarboxylate). The yield is 61.2%. RXN SMILES: [H-].[Na+].[I-].[CH3:4][S+](C)(C)=O.[CH3:9][C:10]1[CH:25]=[C:13]2[C:14](/[CH:18]=[CH:19]/[C:20]([O:22][CH2:23][CH3:24])=[O:21])=[CH:15][CH:16]=[CH:17][N:12]2[N:11]=1.O>CS(C)=O>[CH3:9][C:10]1[CH:25]=[C:13]2[C:14]([C@@H:18]3[CH2:4][C@H:19]3[C:20]([O:22][CH2:23][CH3:24])=[O:21])=[CH:15][CH:16]=[CH:17][N:12]2[N:11]=1 |f:0.1,2.3|. Reported procedure: Under nitrogen atmosphere, to a suspension of sodium hydride (1.64 g, 41.0 mmol) in dimethyl sulfoxide (30 mi.') was added trimethylsulfoxonium iodide (9.01 g, 41.0 mmol) at 0° C., and the mixture was stirred at room temperature for 1 hr. To the reaction mixture was added a solution of ethyl (2E)-3-(2-methylpyrazolo[1,5-a]pyridin-4-yl)acrylate (7.86 g, 34.1 mmol) in dimethyl sulfoxide (120 mL) at 0° C., and the mixture was stirred at room temperature for 14 hr. Water was added, and the mixture w...